This data is from the Open Reaction Database (ORD), a public repository of structured organic reaction records. The task is: describe an organic reaction: reactants, conditions, products, and yield Starting materials: COCCS(=O)(=O)N1CCN(c2ccc(N3CCN(C(=O)OC(C)(C)C)c4ccccc43)cc2)CC1, ClCCl, Cl, [Na+], C1COCCO1, O=C([O-])O. Product: COCCS(=O)(=O)N1CCN(c2ccc(N3CCNc4ccccc43)cc2)CC1. Reaction SMILES: [C:1]([O:2][C:3](=[O:4])[N:8]1[CH2:9][CH2:10][N:11]([c:18]2[cH:19][cH:20][c:21]([N:24]3[CH2:25][CH2:26][N:27]([S:30](=[O:31])(=[O:32])[CH2:33][CH2:34][O:35][CH3:36])[CH2:28][CH2:29]3)[cH:22][cH:23]2)[c:12]2[cH:13][cH:14][cH:15][cH:16][c:17]21)([CH3:5])([CH3:6])[CH3:7].[Cl:43][CH2:44][Cl:45].[ClH:37].[Na+:38].[O:46]1[CH2:47][CH2:48][O:49][CH2:50][CH2:51]1.[OH:39][C:40](=[O:41])[O-:42]>>[NH:8]1[CH2:9][CH2:10][N:11]([c:18]2[cH:19][cH:20][c:21]([N:24]3[CH2:25][CH2:26][N:27]([S:30](=[O:31])(=[O:32])[CH2:33][CH2:34][O:35][CH3:36])[CH2:28][CH2:29]3)[cH:22][cH:23]2)[c:12]2[cH:13][cH:14][cH:15][cH:16][c:17]21. Reactants: BrCC1=C(C=C(CNC(OC(C)(C)C)=O)C=C1)[N+](=O)[O-] (tert-Butyl 4-(bromomethyl)-3-nitrobenzylcarbamate), C1(C=2C(C(N1)=O)=CC=CC2)=O.[K] (potassium phthalimide). Reagents/catalysts: C1(C=2C(C(N1)=O)=CC=CC2)=O.[K] (potassium phthalimide). Solvent: CN(C)C=O (DMF), C(C)(=O)OCC (ethyl acetate). Reaction conditions: time 8 hour. Product: NCC1=C(C=C(CNC(OC(C)(C)C)=O)C=C1)[N+](=O)[O-] (tert-Butyl 4-(aminomethyl)-3-nitrobenzylcarbamate). Isolated yield 118.9%. As a reaction SMILES: Br[CH2:2][C:3]1[CH:17]=[CH:16][C:6]([CH2:7][NH:8][C:9](=[O:15])[O:10][C:11]([CH3:14])([CH3:13])[CH3:12])=[CH:5][C:4]=1[N+:18]([O-:20])=[O:19].C1(=O)[NH:25]C(=O)C2=CC=CC=C12.[K]>CN(C=O)C.C(OCC)(=O)C.C1(=O)NC(=O)C2=CC=CC=C12.[K]>[NH2:25][CH2:2][C:3]1[CH:17]=[CH:16][C:6]([CH2:7][NH:8][C:9](=[O:15])[O:10][C:11]([CH3:14])([CH3:13])[CH3:12])=[CH:5][C:4]=1[N+:18]([O-:20])=[O:19] |f:1.2,5.6,^1:31,54|. Procedure details: A mixture of compound 65b (1.08 g, 3.11 mmol) and potassium phthalimide (0.634 g) in DMF (10 mL) was stirred at rt overnight. Additional potassium phthalimide (0.063 g) was added and stirring was continued for 4 h. The reaction was diluted with ethyl acetate, washed with water and brine, dried, and concentrated. The residue was dissolved in ethanol (20 mL) and hydrazine (0.34 mL) was added. The reaction mixture was refluxed for 1 h, and then cooled and filtered. The filtrate was concentrated to ... Reactants: FC1=CC=C(S1)C#N (5-Fluoro-thiophene-2-carbonitrile), [OH-].[Na+] (NaOH), O (water). Solvent: hexanes. Product: FC1=CC=C(S1)C(=O)O (5-Fluoro-thiophene-2-carboxylic acid). Yield: 82.0%. Reaction SMILES: [F:1][C:2]1[S:6][C:5]([C:7]#N)=[CH:4][CH:3]=1.[OH-:9].[Na+].[OH2:11]>>[F:1][C:2]1[S:6][C:5]([C:7]([OH:11])=[O:9])=[CH:4][CH:3]=1 |f:1.2|. Reported procedure: A mixture of the title product of Example 1 (1.5 g, 11.8 mmol) and 1.0 N NaOH (25 mL, 25 mmol) was refluxed for 3 hours. The mixture was poured into water (200 mL) and washed two times with 200 mL diethyl ether. The aqueous extract was acidified with 1N hydrochloric acid to pH 1, then extracted two times with 200 mL methylene chloride. The organic extracts were combined, washed with water (80 mL), dried (MgSO4) and concentrated in vacuo to give a solid. Trituration with hexanes afforded 1.2 g (8... Reactants: C(=C)(C)C1C(C(CC1)(O)C)=C (3-isopropenyl-1-methyl-2-methylene-cyclopentan-1-ol), CC(C=COC)C (methyl (3-methyl-1-butenyl) ether). Reagents/catalysts: P(O)(O)(O)=O (phosphoric acid). The product is C(=O)C(CC1=C(CCC1C(=C)C)C)C(C)C (2-(2-formyl-3-methylbutyl)-3-isopropenyl-1-methyl-cyclopent-1-ene). Isolated yield 45.0%. RXN SMILES: [C:1]([CH:4]1[CH2:8][CH2:7][C:6]([CH3:10])(O)[C:5]1=[CH2:11])([CH3:3])=[CH2:2].[CH3:12][CH:13]([CH3:18])[CH:14]=[CH:15][O:16]C>P(=O)(O)(O)O>[CH:15]([CH:14]([CH:13]([CH3:18])[CH3:12])[CH2:11][C:5]1[CH:4]([C:1]([CH3:3])=[CH2:2])[CH2:8][CH2:7][C:6]=1[CH3:10])=[O:16]. Reported procedure: According to the procedure described in Example 7, by the reaction of 30.4 g of 3-isopropenyl-1-methyl-2-methylene-cyclopentan-1-ol with 50 g of methyl (3-methyl-1-butenyl) ether in the presence of 7 drops of 85% phosphoric acid there was obtained 2-(2-formyl-3-methylbutyl)-3-isopropenyl-1-methyl-cyclopent-1-ene in 45% yield; boiling point 0.005 = 55°-56° C; nD20 = 1.4808; IRfilm :νmax = 3080, 2725, 1725, 1642, 1460/40, 1390/70 and 890 cm-1. The compound has a cedar-like, woody, remotely floral ...